This data is from the Open Reaction Database (ORD), a public repository of structured organic reaction records. The task is: describe an organic reaction: reactants, conditions, products, and yield The reactants are ClCCCC(CCCCC)OC(C)=O (1-chloro-4-acetoxynonane), C(C)C(C(=O)O)CCCCCN(S(=O)(=O)C)C\C=C\C(CCCCC)OC(C)=O (ethyl 7-[N-(4-acetoxy-(E)-2-nonenyl)methanesulfonamido]heptanoic acid), BrCC=CC(CCCCC)OC(C)=O (1-bromo-4-acetoxy-2 -nonene), product. The product is OC(/C=C/CN(S(=O)(=O)C)CCCCCCC(=O)O)CCCCC (7-[N-(4-Hydroxy-(E)-2-nonenyl)methanesulfonamido]heptanoic Acid). Reaction SMILES: ClCCCC(OC(=O)C)CCCCC.BrCC=CC(OC(=O)C)CCCCC.C([CH:31]([CH2:35][CH2:36][CH2:37][CH2:38][CH2:39][N:40]([CH2:45]/[CH:46]=[CH:47]/[CH:48]([O:54]C(=O)C)[CH2:49][CH2:50][CH2:51][CH2:52][CH3:53])[S:41]([CH3:44])(=[O:43])=[O:42])[C:32]([OH:34])=[O:33])C>>[OH:54][CH:48]([CH2:49][CH2:50][CH2:51][CH2:52][CH3:53])/[CH:47]=[CH:46]/[CH2:45][N:40]([CH2:39][CH2:38][CH2:37][CH2:36][CH2:35][CH2:31][C:32]([OH:34])=[O:33])[S:41]([CH3:44])(=[O:42])=[O:43]. Procedure details: The synthesis of this compound is carried out as described in Example 1 except that, in Step A, the 1-chloro-4-acetoxynonane is replaced by an equimolar amount of 1-bromo-4-acetoxy-2 -nonene (Example H). The product of Step A is thus ethyl 7-[N-(4-acetoxy-(E)-2-nonenyl)methanesulfonamido]heptanoic acid (B). Yields the product C(C)OC(=O)N1C2C=C(CC1CCC2)N2CCCC2 (3-(1-pyrrolidinyl)-9-azabicyclo[3,3,1]non-2-ene-9-carboxylic acid ethylester). Starting materials: C(C)OC(=O)N1C2CC(CC1CCC2)=O (9-azabicyclo-[3,3,1]nonan-3-one-9-carboxylic acid ethyl ester), N1CCCC1 (pyrrolidine). Procedure details: At room temperature, under a nitrogen atmosphere and with stirring, a solution of 110 g of titanium tetrachloride in 450 ml of petroleum ether is added dropwise, within 2.5 hours, to a solution of 223 g of 9-azabicyclo-[3,3,1]nonan-3-one-9-carboxylic acid ethyl ester (e) and 300 g of pyrrolidine in 2.5 liters of absolute petroleum ether (b.p. 50° to 70° C.). The mixture is stirred for 24 hours. The light-yellow precipitate formed is filtered, suspended in benzene, suctionfiltered and washed with... The reagents and catalysts are [Ti](Cl)(Cl)(Cl)Cl (titanium tetrachloride). The solvent is petroleum ether, petroleum ether. RXN SMILES: [CH2:1]([O:3][C:4]([N:6]1[CH:11]2[CH2:12][CH2:13][CH2:14][CH:7]1[CH2:8][C:9](=O)[CH2:10]2)=[O:5])[CH3:2].[NH:16]1[CH2:20][CH2:19][CH2:18][CH2:17]1>[Ti](Cl)(Cl)(Cl)Cl>[CH2:1]([O:3][C:4]([N:6]1[CH:11]2[CH2:12][CH2:13][CH2:14][CH:7]1[CH:8]=[C:9]([N:16]1[CH2:20][CH2:19][CH2:18][CH2:17]1)[CH2:10]2)=[O:5])[CH3:2]. Reactants: COS(=O)(=O)OC, COCOc1ccc(NS(=O)(=O)c2ccc(C)cc2)c([N+](=O)[O-])c1, [H-], [Na+], CN(C)C=O, O. The product is COCOc1ccc(N(C)S(=O)(=O)c2ccc(C)cc2)c([N+](=O)[O-])c1. As a reaction SMILES: [CH3:27][O:28][S:29]([O:30][CH3:31])(=[O:32])=[O:33].[CH3:3][O:4][CH2:5][O:6][c:7]1[cH:8][c:9]([N+:24](=[O:25])[O-:26])[c:10]([NH:11][S:12](=[O:13])(=[O:14])[c:15]2[cH:16][cH:17][c:18]([CH3:21])[cH:19][cH:20]2)[cH:22][cH:23]1.[H-:1].[Na+:2].[O:35]=[CH:36][N:37]([CH3:38])[CH3:39].[OH2:34]>>[CH3:3][O:4][CH2:5][O:6][c:7]1[cH:8][c:9]([N+:24](=[O:25])[O-:26])[c:10]([N:11]([S:12](=[O:13])(=[O:14])[c:15]2[cH:16][cH:17][c:18]([CH3:21])[cH:19][cH:20]2)[CH3:27])[cH:22][cH:23]1.